From a dataset of the Open Reaction Database (ORD), a public repository of structured organic reaction records. describe an organic reaction: reactants, conditions, products, and yield As a reaction SMILES: [CH2:1]([c:2]1[cH:3][cH:4][cH:5][cH:6][cH:7]1)[O:8][c:9]1[cH:10][cH:11][c:12]2[c:13]([n:14]1)[nH:15][cH:16][n:17]2.[CH2:28]([O:29][c:30]1[n:31][c:32]2[n:33](-[c:34]3[cH:35][cH:36][cH:37][cH:38][c:39]3[CH3:40])[cH:41][n:42][c:43]2[cH:44][cH:45]1)[c:46]1[cH:47][cH:48][cH:49][cH:50][cH:51]1.[c:18]1([CH3:27])[c:19]([B:24]([OH:25])[OH:26])[cH:20][cH:21][cH:22][cH:23]1>>[CH2:1]([c:2]1[cH:3][cH:4][cH:5][cH:6][cH:7]1)[O:8][c:9]1[cH:10][cH:11][c:12]2[c:13]([n:14]1)[n:15][cH:16][n:17]2-[c:19]1[c:18]([CH3:27])[cH:23][cH:22][cH:21][cH:20]1. Yields the product Cc1ccccc1-n1cnc2nc(OCc3ccccc3)ccc21. Starting materials: c1ccc(COc2ccc3nc[nH]c3n2)cc1, Cc1ccccc1-n1cnc2ccc(OCc3ccccc3)nc21, Cc1ccccc1B(O)O. Starting materials: C(C)(C)(C)OC(=O)N1CC(CC1)NC(=O)C=1SC=CC1NC1=C2C(=NC=C1)NC=C2 (3-{[3-(1H-Pyrrolo[2,3-b]pyridin-4-ylamino)-thiophene-2-carbonyl]-amino}-pyrrolidine-1-carboxylic acid tert-butyl ester), FC1=CC=C(N)C=C1 (4-fluoroaniline), C(=O)(OC(C)(C)C)N1CC(CC1)N (1-BOC-3-aminopyrrolidine). Product: FC1=CC=C(C=C1)NC(=O)C=1SC=CC1NC1=C2C(=NC=C1)NC=C2 (3-(1H-Pyrrolo[2,3-b]pyridin-4-ylamino)-thiophene-2-carboxylic acid (4-fluoro-phenyl)-amide). RXN SMILES: C(OC(N1C[CH2:11][CH:10]([NH:13][C:14]([C:16]2[S:17][CH:18]=[CH:19][C:20]=2[NH:21][C:22]2[CH:27]=[CH:26][N:25]=[C:24]3[NH:28][CH:29]=[CH:30][C:23]=23)=[O:15])[CH2:9]1)=O)(C)(C)C.[F:31][C:32]1[CH:38]=CC(N)=C[CH:33]=1.C(N1CCC(N)C1)(OC(C)(C)C)=O>>[F:31][C:32]1[CH:38]=[CH:9][C:10]([NH:13][C:14]([C:16]2[S:17][CH:18]=[CH:19][C:20]=2[NH:21][C:22]2[CH:27]=[CH:26][N:25]=[C:24]3[NH:28][CH:29]=[CH:30][C:23]=23)=[O:15])=[CH:11][CH:33]=1. Reported procedure: This compound was prepared in an analogous manner as 3-{[3-(1H-Pyrrolo[2,3-b]pyridin-4-ylamino)-thiophene-2-carbonyl]-amino}-pyrrolidine-1-carboxylic acid tert-butyl ester using 4-fluoroaniline of 1-BOC-3-aminopyrrolidine. LCMS (ESI) 353 (M+H) 1H NMR (400 MHz, DMSO-d6) δ ppm 11.53 (1H, br. s.) 10.11 (1H, s) 9.90 (1H, s) 8.01 (1H, d, J=5.42 Hz) 7.88 (1H, d, J=5.42 Hz) 7.64 (2H, dd, J=9.13, 5.08 Hz) 7.49 (1H, d, J=5.42 Hz) 7.30 (1H, dd, J=3.25, 2.66 Hz) 7.16 (2H, t, J=8.93 Hz) 6.82 (1H, d, J=5.47 ... Starting materials: C1CCOC1, COc1cc(N2CCC(N3CCNC(=O)C3)CC2)ccc1[N+](=O)[O-], FCCI, [H-], [Na+], CN(C)C=O. Yields the product COc1cc(N2CCC(N3CCN(CCF)C(=O)C3)CC2)ccc1[N+](=O)[O-]. RXN SMILES: [CH2:36]1[O:37][CH2:38][CH2:39][CH2:40]1.[CH3:3][O:4][c:5]1[cH:6][c:7]([N:14]2[CH2:15][CH2:16][CH:17]([N:20]3[CH2:21][C:22](=[O:26])[NH:23][CH2:24][CH2:25]3)[CH2:18][CH2:19]2)[cH:8][cH:9][c:10]1[N+:11](=[O:12])[O-:13].[F:27][CH2:28][CH2:29][I:30].[H-:2].[Na+:1].[O:31]=[CH:32][N:33]([CH3:34])[CH3:35]>>[CH3:3][O:4][c:5]1[cH:6][c:7]([N:14]2[CH2:15][CH2:16][CH:17]([N:20]3[CH2:21][C:22](=[O:26])[N:23]([CH2:29][CH2:28][F:27])[CH2:24][CH2:25]3)[CH2:18][CH2:19]2)[cH:8][cH:9][c:10]1[N+:11](=[O:12])[O-:13]. Run at temperature 80 celsius, time 3 hour. The product is C1(CC1)C=1N=C(NC1C=1C=C(C(=O)OC)C=CC1C)COC (methyl 3-(4-cyclopropyl-2-(methoxymethyl)-1H-imidazol-5-yl)-4-methylbenzoate), C1(CC1)C=1N=C(OC1C=1C=C(C(=O)OC)C=CC1C)COC (methyl 3-(4-cyclopropyl-2-(methoxymethyl)oxazol-5-yl)-4-methylbenzoate). Reactants: Cl.COCC(N)=N (2-methoxyacetimidamide hydrochloride), Cl.COCC(N)=N (2-methoxyacetimidamide hydrochloride), CN(C=O)C (N,N-dimethylformamide), BrC(C(=O)C=1C=C(C(=O)OC)C=CC1C)C1CC1 (methyl 3-(2-bromo-2-cyclopropylacetyl)-4-methylbenzoate), BrC(C(=O)C=1C=C(C(=O)OC)C=CC1C)C1CC1 (methyl 3-(2-bromo-2-cyclopropylacetyl)-4-methylbenzoate), C([O-])([O-])=O.[K+].[K+] (potassium carbonate). Procedure details: Into a 100-mL round-bottom flask, which was purged and maintained with an inert atmosphere of nitrogen, was placed methyl 3-(2-bromo-2-cyclopropylacetyl)-4-methylbenzoate (compound 4.6, 150 mg, 0.48 mmol), 2-methoxyacetimidamide hydrochloride (compound 4.7, 90 mg, 0.72 mmol), potassium carbonate (200 mg, 1.44 mmol), and N,N-dimethylformamide (15 mL). The resulting mixture was stirred at 80° C. for 3 h, then diluted with ethyl acetate (100 mL). The mixture was washed with brine (3×30 mL) and wate... Run in C(C)(=O)OCC (ethyl acetate). Isolated yield 41.0%. Reaction SMILES: Br[CH:2]([CH:16]1[CH2:18][CH2:17]1)[C:3]([C:5]1[CH:6]=[C:7]([CH:12]=[CH:13][C:14]=1[CH3:15])[C:8]([O:10][CH3:11])=[O:9])=[O:4].Cl.[CH3:20][O:21][CH2:22][C:23](=[NH:25])[NH2:24].C(=O)([O-])[O-].[K+].[K+].CN(C)C=O>C(OCC)(=O)C>[CH:16]1([C:2]2[N:24]=[C:23]([CH2:22][O:21][CH3:20])[NH:25][C:3]=2[C:5]2[CH:6]=[C:7]([CH:12]=[CH:13][C:14]=2[CH3:15])[C:8]([O:10][CH3:11])=[O:9])[CH2:18][CH2:17]1.[CH:16]1([C:2]2[N:24]=[C:23]([CH2:22][O:21][CH3:20])[O:4][C:3]=2[C:5]2[CH:6]=[C:7]([CH:12]=[CH:13][C:14]=2[CH3:15])[C:8]([O:10][CH3:11])=[O:9])[CH2:18][CH2:17]1 |f:1.2,3.4.5|. Reactants: (COD)Ir(κ2-L1)(PPh3), CC1=CC=C(C=C1)C2=COC3CC(C(CC3C2=O)O)O (Ir-3), C(C1=CC=CC=C1)N (benzylamine), C(OC)(OCC=CC1=CC=CC=C1)=O (methyl cinnamyl carbonate), CC1(C2=CC=CC=C2[N+](=C1/C=C/C3=C(/C(=C\C=C/4\C(C5=CC=CC=C5N4CCCCS(=O)(=O)O)(C)C)/CCC3)OC6=CC=C(C=C6)OCCCCNCC7C(C(C(C(O7)O)N)O)O)CCCCS(=O)(=O)[O-])C (Ir-2), [(COD)IrCl]2, CC1=CC=C(C=C1)C2=COC3CC(C(CC3C2=O)O)O (Ir-3), C(C1=CC=CC=C1)N (benzylamine), C(OC)(OCC=CC1=CC=CC=C1)=O (methyl cinnamyl carbonate). Reaction conditions: time 10 hour. Product: COC1=CC=C(C=C1)OC(C=C)CCC ((−)-1-Methoxy-4-(1-propylallyloxy)benzene). Reaction SMILES: C(N)C1C=CC=CC=1.C(=O)(OCC=CC1C=CC=CC=1)OC.CC1C=CC(C2C(=O)C3C(CC(O)C(O)C3)OC=2)=CC=1.CC1(C)C(C=[CH:54][C:55]2CCC/[C:57](=[CH:58]/[CH:59]=C3/C(C)(C)C4C(N/3CCCCS(O)(=O)=O)=CC=CC=4)/[C:56]=2[O:82][C:83]2[CH:88]=[CH:87][C:86]([O:89][CH2:90]CCCNCC3OC(O)C(N)C(O)C3O)=[CH:85][CH:84]=2)=[N+](CCCCS([O-])(=O)=O)C2C1=CC=CC=2>>[CH3:90][O:89][C:86]1[CH:87]=[CH:88][C:83]([O:82][CH:56]([CH2:57][CH2:58][CH3:59])[CH:55]=[CH2:54])=[CH:84][CH:85]=1. Procedure details: Reaction of benzylamine with methyl cinnamyl carbonate catalyzed by Complex Ir-3 and [(COE)2IrCl]2 (FIG. 2, triangles): By the procedure for reaction of the combination of Ir-2 and [(COD)IrCl]2, the reaction of benzylamine (135 mg, 1.26 mmol) and methyl cinnamyl carbonate (192 mg, 1.00 mmol) catalyzed by [(COD)Ir(κ2-L1)(PPh3)] (Ir-3) (11.0 mg, 0.0100 mmol) and [(COE)2IrCl]2 (4.4 mg, 0.0050 mmol) was monitored by GC for 10 h. 1H NMR analysis of the crude reaction showed the ratios of products to ... Reactants: C1(O)=CC=C(O)C=C1 (hydroquinone), C1(=CC=C(C=C1)S(=O)(=O)O)C (p-toluenesulphonic acid), OCCCCCCOC1=CC=C(C(=O)O)C=C1 (4-(6-hydroxy-hexyloxy)-benzoic acid), C(C(=C)C)(=O)O (methacrylic acid). The solvent is C(Cl)(Cl)Cl (chloroform), O (water). The product is CC(C(=O)OCCCCCCOC1=CC=C(C(=O)O)C=C1)=C (4-[6-(2-Methyl-acryloyloxy)-hexyloxy]-benzoic acid). RXN SMILES: [OH:1][CH2:2][CH2:3][CH2:4][CH2:5][CH2:6][CH2:7][O:8][C:9]1[CH:17]=[CH:16][C:12]([C:13]([OH:15])=[O:14])=[CH:11][CH:10]=1.[C:18](O)(=[O:22])[C:19]([CH3:21])=[CH2:20].C1(C=CC(O)=CC=1)O.C1(C)C=CC(S(O)(=O)=O)=CC=1>C(Cl)(Cl)Cl.O>[CH3:21][C:19](=[CH2:20])[C:18]([O:1][CH2:2][CH2:3][CH2:4][CH2:5][CH2:6][CH2:7][O:8][C:9]1[CH:10]=[CH:11][C:12]([C:13]([OH:15])=[O:14])=[CH:16][CH:17]=1)=[O:22]. Reported procedure: 71.5 g (0.3 mol) of 4-(6-hydroxy-hexyloxy)-benzoic acid and 101.5 g (1.18 mol) of methacrylic acid were dissolved in 950 ml of chloroform. After the addition of 7.2 g (0.07 mol) of hydroquinone and 7.2 g (0.04 mol) of p-toluenesulphonic acid the batch was boiled under reflux on a water separator for 48 hours. The clear brown solution was subsequently evaporated, the residue was taken up in 1.5 l of diethyl ether, filtered and shaken five time with 300 ml of H2O each time. The organic phase was d... The reactants are [O-]C1CCCC1, CS(=O)(=O)c1ccc(N2CCN(C(=O)c3c(F)ccc(S(C)(=O)=O)c3F)CC2)c(F)c1, [Na+]. Yields the product CS(=O)(=O)c1ccc(N2CCN(C(=O)c3c(OC4CCCC4)ccc(S(C)(=O)=O)c3F)CC2)c(F)c1. As a reaction SMILES: [CH:32]1([O-:37])[CH2:33][CH2:34][CH2:35][CH2:36]1.[F:1][c:2]1[c:3]([C:13](=[O:14])[N:15]2[CH2:16][CH2:17][N:18]([c:21]3[c:22]([F:31])[cH:23][c:24]([S:27](=[O:28])(=[O:29])[CH3:30])[cH:25][cH:26]3)[CH2:19][CH2:20]2)[c:4]([F:12])[cH:5][cH:6][c:7]1[S:8](=[O:9])(=[O:10])[CH3:11].[Na+:38]>>[F:1][c:2]1[c:3]([C:13](=[O:14])[N:15]2[CH2:16][CH2:17][N:18]([c:21]3[c:22]([F:31])[cH:23][c:24]([S:27](=[O:28])(=[O:29])[CH3:30])[cH:25][cH:26]3)[CH2:19][CH2:20]2)[c:4]([O:37][CH:32]2[CH2:33][CH2:34][CH2:35][CH2:36]2)[cH:5][cH:6][c:7]1[S:8](=[O:9])(=[O:10])[CH3:11].